Dataset: the Open Reaction Database (ORD), a public repository of structured organic reaction records. Task: describe an organic reaction: reactants, conditions, products, and yield Reactants: O1C(CCCC1)OCCOC1=CC=C(C=C1)Br (4-(2-tetrahydropyranyloxyethoxy)bromobenzene), [Mg] (magnesium), C(=O)=O (carbon dioxide), [Mg] (magnesium). Solvent: O1CCCC1 (tetrahydrofuran), O1CCCC1 (THF), O1CCCC1 (THF). Conditions: time 15 minute. Yields the product O1C(CCCC1)OCCOC1=CC=C(C(=O)O)C=C1 (4-(2-tetrahydropyranyloxyethoxy)benzoic acid). Reaction SMILES: [O:1]1[CH2:6][CH2:5][CH2:4][CH2:3][CH:2]1[O:7][CH2:8][CH2:9][O:10][C:11]1[CH:16]=[CH:15][C:14](Br)=[CH:13][CH:12]=1.[Mg].[C:19](=[O:21])=[O:20]>O1CCCC1>[O:1]1[CH2:6][CH2:5][CH2:4][CH2:3][CH:2]1[O:7][CH2:8][CH2:9][O:10][C:11]1[CH:16]=[CH:15][C:14]([C:19]([OH:21])=[O:20])=[CH:13][CH:12]=1. Procedure: A mixture of 9.45 g (31.4 mmol) of 4-(2-tetrahydropyranyloxyethoxy)bromobenzene, 40 ml of dry tetrahydrofuran (THF) and 0.76 g (31.4 mmol) of magnesium metal is heated to boiling, and after about 15 minutes a spontaneous reaction ensues. The mixture is then maintained, with some external heating, at its boiling point and after 15 minutes 20 ml of THF is added. After an additional 15 minutes at boiling, a final 20 ml of THF is added, and boiling is continued until the total heating time is 2 hour... Reactants: [Cl-], Cc1c(Cl)cc[nH+]c1CCl, Sc1nc2ccccc2[nH]1. Product: Cc1c(Cl)ccnc1CSc1nc2ccccc2[nH]1. As a reaction SMILES: [Cl-:1].[Cl:2][c:3]1[c:4]([CH3:11])[c:5]([CH2:9][Cl:10])[nH+:6][cH:7][cH:8]1.[nH:12]1[c:13]([SH:21])[n:14][c:15]2[c:16]1[cH:17][cH:18][cH:19][cH:20]2>>[Cl:2][c:3]1[c:4]([CH3:11])[c:5]([CH2:9][S:21][c:13]2[n:12][c:16]3[c:15]([nH:14]2)[cH:20][cH:19][cH:18][cH:17]3)[n:6][cH:7][cH:8]1. Starting materials: C(C)(C)(C)C=1N=C(C2=C(N1)N(N=N2)CC2=C(C=CC=C2)Cl)N2CCOCC2 (5-tert-Butyl-3-(2-chloro-benzyl)-7-morpholin-4-yl-3H-[1,2,3]triazolo[4,5-d]pyrimidine), C(C)(C)(C)C=1N=C(C2=C(N1)N(N=N2)CC2=C(C=CC=C2)Cl)Cl (5-tert-butyl-7-chloro-3-(2-chlorobenzyl)-3H-[1,2,3]triazolo[4,5-d]pyrimidine), N1CCSCC1 (thiomorpholine). Product: C(C)(C)(C)C=1N=C(C2=C(N1)N(N=N2)CC2=C(C=CC=C2)Cl)N2CCSCC2 (5-tert-Butyl-3-(2-chloro-benzyl)-7-thiomorpholin-4-yl-3H-[1,2,3]triazolo[4,5-d]pyrimidine), gum. Isolated yield 54.0%. Reaction SMILES: [C:1]([C:5]1[N:6]=[C:7]([N:22]2[CH2:27][CH2:26]O[CH2:24][CH2:23]2)[C:8]2[N:13]=[N:12][N:11]([CH2:14][C:15]3[CH:20]=[CH:19][CH:18]=[CH:17][C:16]=3[Cl:21])[C:9]=2[N:10]=1)([CH3:4])([CH3:3])[CH3:2].C(C1N=C(Cl)C2N=NN(CC3C=CC=CC=3Cl)C=2N=1)(C)(C)C.N1CC[S:53]CC1>>[C:1]([C:5]1[N:6]=[C:7]([N:22]2[CH2:27][CH2:26][S:53][CH2:24][CH2:23]2)[C:8]2[N:13]=[N:12][N:11]([CH2:14][C:15]3[CH:20]=[CH:19][CH:18]=[CH:17][C:16]=3[Cl:21])[C:9]=2[N:10]=1)([CH3:4])([CH3:3])[CH3:2]. Procedure: In analogy to the procedure described for the synthesis of 5-tert-butyl-3-(2-chloro-benzyl)-7-morpholin-4-yl-3H-[1,2,3]triazolo[4,5-d]pyrimidine (example 1, step c), the title compound was prepared from 5-tert-butyl-7-chloro-3-(2-chlorobenzyl)-3H-[1,2,3]triazolo[4,5-d]pyrimidine and thiomorpholine and isolated as light-yellow gum (10.2 mg, 54%). MS (m/e): 403.4 (MH+). Starting materials: O, OCCO, CC(=O)C1(C(=O)NC(C)c2ccccc2)CCC1, Cc1ccc(S(=O)(=O)O)cc1, c1ccccc1. The product is CC(NC(=O)C1(C2(C)OCCO2)CCC1)c1ccccc1. As a reaction SMILES: [OH2:40].[OH:19][CH2:20][CH2:21][OH:22].[c:1]1([CH:7]([CH3:8])[NH:9][C:10](=[O:11])[C:12]2([C:16]([CH3:17])=[O:18])[CH2:13][CH2:14][CH2:15]2)[cH:2][cH:3][cH:4][cH:5][cH:6]1.[c:23]1([CH3:24])[cH:25][cH:26][c:27]([S:28]([OH:29])(=[O:30])=[O:31])[cH:32][cH:33]1.[cH:34]1[cH:35][cH:36][cH:37][cH:38][cH:39]1>>[c:1]1([CH:7]([CH3:8])[NH:9][C:10](=[O:11])[C:12]2([C:16]3([CH3:17])[O:18][CH2:21][CH2:20][O:19]3)[CH2:13][CH2:14][CH2:15]2)[cH:2][cH:3][cH:4][cH:5][cH:6]1. Starting materials: C1(=CC=CC=C1)C (toluene), C1(C(=C)CC(=O)O1)=O (itaconic anhydride), [Cl-].[Al+3].[Cl-].[Cl-] (aluminum chloride). Run in C(Cl)Cl (methylene chloride). The product is CC1=CC=C(C(=O)CC(C(=O)O)=C)C=C1 (3-(4-methylbenzoyl)-2-methylenepropionic acid). The yield is 52.9%. RXN SMILES: [C:1]1([CH3:7])[CH:6]=[CH:5][CH:4]=[CH:3][CH:2]=1.[C:8]1(=[O:15])[O:14][C:12](=[O:13])[CH2:11][C:9]1=[CH2:10].[Cl-].[Al+3].[Cl-].[Cl-]>C(Cl)Cl>[CH3:7][C:1]1[CH:6]=[CH:5][C:4]([C:12]([CH2:11][C:9](=[CH2:10])[C:8]([OH:15])=[O:14])=[O:13])=[CH:3][CH:2]=1 |f:2.3.4.5|. Procedure details: In 150 ml of methylene chloride were dissolved 35.0 g of toluene and 22.4 g of itaconic anhydride. To this was added gradually 50.0 g of anhydrous aluminum chloride under ice-cooling with stirring, and then the mixture was stirred at room temperature for 5 hours for proceeding the reaction. After completion of the reaction, the reaction solution was concentrated under reduced pressure, poured into a mixture of 40 ml of conc. hydrochloric acid and 500 g of ice, and extracted with ethyl acetate. T...